Dataset: the Open Reaction Database (ORD), a public repository of structured organic reaction records. Task: describe an organic reaction: reactants, conditions, products, and yield Starting materials: S(O)(O)(=O)=O (sulfuric acid), aqueous solution, [Mn](=O)(=O)(=O)[O-].[K+] (potassium permanganate), S(=O)(O)[O-].[Na+] (sodium hydrogensulfite), C(C)C=1C=C(C=CC1)CC1=CC=CC=C1 ((3-ethylphenyl)phenylmethane). Run in O (water). Run at time 10 hour. The product is C(C)C=1C=C(C(=O)C2=CC=CC=C2)C=CC1 (3-ethylbenzophenone). Yield: 97.0%. RXN SMILES: [CH2:1]([C:3]1[CH:4]=[C:5]([CH2:9][C:10]2[CH:15]=[CH:14][CH:13]=[CH:12][CH:11]=2)[CH:6]=[CH:7][CH:8]=1)[CH3:2].[Mn]([O-])(=O)(=O)=[O:17].[K+].S(=O)(=O)(O)O.S([O-])(O)=O.[Na+]>O>[CH2:1]([C:3]1[CH:4]=[C:5]([CH:6]=[CH:7][CH:8]=1)[C:9]([C:10]1[CH:15]=[CH:14][CH:13]=[CH:12][CH:11]=1)=[O:17])[CH3:2] |f:1.2,4.5|. Procedure: In 200 ml of water, 19.7 g of the fraction containing (3-ethylphenyl)phenylmethane obtained in the above alkylation was suspended. With stirring the suspension, 2 liter of an 1.6% aqueous solution of potassium permanganate was dropped. After the dropping, the stirring was continued for about 10 hours at room temperature. After this mixture was acidified with concentrated sulfuric acid, sodium hydrogensulfite powder was added until the reaction mixture became transparent from brown and it was ext... The reactants are CS(=O)C1=C(C=C(C(=C1)C1=CC=C(S1)CCC)S(=O)C)C1=CC=C(S1)CCC (5,5′-(2,5-bis(methylsulfinyl)-1,4-phenylene)bis(2-propylthiophene)), O=P12OP3(=O)OP(=O)(O1)OP(=O)(O2)O3 (phosphorus pentoxide), FC(S(=O)(=O)O)(F)F (trifluoromethanesulfonic acid). Run in ice water. Run at time 72 hour. Product: S1C=CC2=C1C1=C(S2)C=C2C(SC3=C2SC=C3)=C1 (dithieno[2,3-d:2′,3′-d′]benzo[1,2-b:4,5-b′]dithiophene). As a reaction SMILES: C[S:2]([C:4]1[CH:9]=[C:8]([C:10]2[S:14][C:13](CCC)=[CH:12][CH:11]=2)[C:7]([S:18](C)=O)=[CH:6][C:5]=1[C:21]1[S:25][C:24](CCC)=[CH:23][CH:22]=1)=O.O=P12OP3(OP(OP(O3)(O1)=O)(=O)O2)=O.FC(F)(F)S(O)(=O)=O>>[S:14]1[C:10]2[C:8]3[CH:9]=[C:4]4[S:2][C:22]5[CH:23]=[CH:24][S:25][C:21]=5[C:5]4=[CH:6][C:7]=3[S:18][C:11]=2[CH:12]=[CH:13]1. Procedure details: A round bottomed flask was filled with 5,5′-(2,5-bis(methylsulfinyl)-1,4-phenylene)bis(2-propylthiophene) (2c) (1.0 g, 2.2 mmol), phosphorus pentoxide (0.1 g, 0.703 mmol) and trifluoromethanesulfonic acid (20 ml). The mixture was stirred for 72 h at room temperature to give a dark brown solution, which was then poured into ice-water (120 ml). The yellow precipitate was collected by suction filtration and dried under vacuum. The structure of this compound, which was insoluble in apolar organic so...